The task is: describe an organic reaction: reactants, conditions, products, and yield. This data is from the Open Reaction Database (ORD), a public repository of structured organic reaction records. Starting materials: CC(=O)OC(C)=O, CC(=O)O, O=[N+]([O-])c1ccc(CO)cc1, O. Yields the product CC(=O)OCc1ccc([N+](=O)[O-])cc1. RXN SMILES: [CH3:12][C:13](=[O:14])[O:15][C:16](=[O:17])[CH3:18].[CH3:19][C:20](=[O:21])[OH:22].[N+:1](=[O:2])([O-:3])[c:4]1[cH:5][cH:6][c:7]([CH2:8][OH:9])[cH:10][cH:11]1.[OH2:23]>>[N+:1](=[O:2])([O-:3])[c:4]1[cH:5][cH:6][c:7]([CH2:8][O:9][C:13]([CH3:12])=[O:14])[cH:10][cH:11]1.